From a dataset of the Open Reaction Database (ORD), a public repository of structured organic reaction records. describe an organic reaction: reactants, conditions, products, and yield Starting materials: Brc1ccc(-c2cccs2)s1, COCCOC, CCn1c(=O)c(B(O)O)cc2cnc(Nc3ccc(N4CCN(C)CC4)cc3)nc21, [Na+], [Na+], O=C([O-])[O-], O, c1ccc(P(c2ccccc2)(c2ccccc2)[Pd](P(c2ccccc2)(c2ccccc2)c2ccccc2)(P(c2ccccc2)(c2ccccc2)c2ccccc2)P(c2ccccc2)(c2ccccc2)c2ccccc2)cc1. Product: CCn1c(=O)c(-c2ccc(-c3cccs3)s2)cc2cnc(Nc3ccc(N4CCN(C)CC4)cc3)nc21. As a reaction SMILES: [Br:31][c:32]1[cH:33][cH:34][c:35](-[c:37]2[s:38][cH:39][cH:40][cH:41]2)[s:36]1.[CH2:126]([CH2:127][O:128][CH3:129])[O:130][CH3:131].[CH2:1]([CH3:2])[n:3]1[c:4](=[O:30])[c:5]([B:27]([OH:28])[OH:29])[cH:6][c:7]2[c:8]1[n:9][c:10]([NH:13][c:14]1[cH:15][cH:16][c:17]([N:20]3[CH2:21][CH2:22][N:23]([CH3:26])[CH2:24][CH2:25]3)[cH:18][cH:19]1)[n:11][cH:12]2.[Na+:42].[Na+:43].[O-:44][C:45](=[O:46])[O-:47].[OH2:125].[cH:48]1[cH:49][cH:50][c:51]([P:52]([Pd:53]([P:54]([c:55]2[cH:56][cH:57][cH:58][cH:59][cH:60]2)([c:61]2[cH:62][cH:63][cH:64][cH:65][cH:66]2)[c:67]2[cH:68][cH:69][cH:70][cH:71][cH:72]2)([P:73]([c:74]2[cH:75][cH:76][cH:77][cH:78][cH:79]2)([c:80]2[cH:81][cH:82][cH:83][cH:84][cH:85]2)[c:86]2[cH:87][cH:88][cH:89][cH:90][cH:91]2)[P:92]([c:93]2[cH:94][cH:95][cH:96][cH:97][cH:98]2)([c:99]2[cH:100][cH:101][cH:102][cH:103][cH:104]2)[c:105]2[cH:106][cH:107][cH:108][cH:109][cH:110]2)([c:111]2[cH:112][cH:113][cH:114][cH:115][cH:116]2)[c:117]2[cH:118][cH:119][cH:120][cH:121][cH:122]2)[cH:123][cH:124]1>>[CH2:1]([CH3:2])[n:3]1[c:4](=[O:30])[c:5](-[c:32]2[cH:33][cH:34][c:35](-[c:37]3[s:38][cH:39][cH:40][cH:41]3)[s:36]2)[cH:6][c:7]2[c:8]1[n:9][c:10]([NH:13][c:14]1[cH:15][cH:16][c:17]([N:20]3[CH2:21][CH2:22][N:23]([CH3:26])[CH2:24][CH2:25]3)[cH:18][cH:19]1)[n:11][cH:12]2. The reactants are BrC1=NC=C(C=C1)I (2-bromo-5-iodopyridine), Cl.COC1CNC1 (3-methoxyazetidine hydrochloride), C1(=CC=CC=C1)P(C1=CC=CC=2C(C3=CC=CC(=C3OC12)P(C1=CC=CC=C1)C1=CC=CC=C1)(C)C)C1=CC=CC=C1 (4,5-bis(diphenylphosphino)-9,9-dimethylxanthene), CC(C)([O-])C.[Na+] (sodium tert-butoxide), N12CCCCCC2=NCCC1 (1,8-diazabicyclo[5.4.0]undec-7-ene). The reagents and catalysts are C=1C=CC(=CC1)/C=C/C(=O)/C=C/C2=CC=CC=C2.C=1C=CC(=CC1)/C=C/C(=O)/C=C/C2=CC=CC=C2.C=1C=CC(=CC1)/C=C/C(=O)/C=C/C2=CC=CC=C2.[Pd].[Pd] (tris(dibenzylideneacetone)dipalladium(0)). The solvent is C1(=CC=CC=C1)C (toluene), O (water). Reaction conditions: time 3 day. The product is BrC1=NC=C(C=C1)N1CC(C1)OC (2-bromo-5-(3-methoxyazetidin-1-yl)pyridine). Yield: 73.1%. As a reaction SMILES: [Br:1][C:2]1[CH:7]=[CH:6][C:5](I)=[CH:4][N:3]=1.Cl.[CH3:10][O:11][CH:12]1[CH2:15][NH:14][CH2:13]1.C1(P(C2C=CC=CC=2)C2C3OC4C(=CC=CC=4P(C4C=CC=CC=4)C4C=CC=CC=4)C(C)(C)C=3C=CC=2)C=CC=CC=1.CC(C)([O-])C.[Na+].N12CCCN=C1CCCCC2>C1C=CC(/C=C/C(/C=C/C2C=CC=CC=2)=O)=CC=1.C1C=CC(/C=C/C(/C=C/C2C=CC=CC=2)=O)=CC=1.C1C=CC(/C=C/C(/C=C/C2C=CC=CC=2)=O)=CC=1.[Pd].[Pd].O.C1(C)C=CC=CC=1>[Br:1][C:2]1[CH:7]=[CH:6][C:5]([N:14]2[CH2:15][CH:12]([O:11][CH3:10])[CH2:13]2)=[CH:4][N:3]=1 |f:1.2,4.5,7.8.9.10.11|. Procedure details: A mixture of 2-bromo-5-iodopyridine (1.00 g), 3-methoxyazetidine hydrochloride (0.435 g), tris(dibenzylideneacetone)dipalladium(0) (0.106 g), 4,5-bis(diphenylphosphino)-9,9-dimethylxanthene (0.204 g), sodium tert-butoxide (0.846 g), 1,8-diazabicyclo[5.4.0]undec-7-ene (0.531 mL) and toluene (30 mL) was stirred at room temperature for 3 days under argon atmosphere. To the reaction mixture was added water, and the mixture was extracted with ethyl acetate. The extract was washed with water and satur...